From a dataset of the Open Reaction Database (ORD), a public repository of structured organic reaction records. describe an organic reaction: reactants, conditions, products, and yield The reactants are B(F)(F)F (BF3), C(CCC)OC(C(Cl)(Cl)Cl)=N (butyltrichloroacetimidate), CC(C)=CCC\C(\C)=C\CO (geraniol), C(=O)(O)[O-].[Na+] (NaHCO3). Run in C1CCCCC1 (cyclohexane), C1CCCCC1 (cyclohexane). Reaction conditions: time 2 hour. Yields the product C(CCC)OCCCC (butylether), product. Reaction SMILES: [CH2:1]([O:5][C:6](=N)[C:7](Cl)(Cl)Cl)[CH2:2][CH2:3][CH3:4].[CH3:12][C:13](=CCC/C(=C/CO)/C)C.B(F)(F)F.C([O-])(O)=O.[Na+]>C1CCCCC1>[CH2:1]([O:5][CH2:6][CH2:7][CH2:12][CH3:13])[CH2:2][CH2:3][CH3:4] |f:3.4|. Procedure details: Compound (13) is prepared as follows: To a solution of 18.9 g t.butyltrichloroacetimidate in 50 ml cyclohexane is added a solution of 12.1 g geraniol (10) in 50 ml cyclohexane. After external cooling in ice is added dropwise in 15 min 0.8 ml BF3 -etherate. The reaction mixture is stirred at room temperature for 2 hours. Then 1.0 g NaHCO3 is added and the mixture is stirred for 10 min. The precipitate is filtered off and washed with hexane. After separation, washing with 5% aqueous NaHCO3 -soluti... Starting materials: CCOC(=O)C=Cc1ccc(CBr)cc1, O=C([O-])[O-], C1CCNC1, [K+], [K+], CN(C)C=O. Product: CCOC(=O)C=Cc1ccc(CN2CCCC2)cc1. Reaction SMILES: [Br:1][CH2:2][c:3]1[cH:4][cH:5][c:6]([CH:9]=[CH:10][C:11](=[O:12])[O:13][CH2:14][CH3:15])[cH:7][cH:8]1.[C:21](=[O:22])([O-:23])[O-:24].[CH2:16]1[CH2:17][CH2:18][NH:19][CH2:20]1.[K+:25].[K+:26].[O:27]=[CH:28][N:29]([CH3:30])[CH3:31]>>[CH2:2]([c:3]1[cH:4][cH:5][c:6]([CH:9]=[CH:10][C:11](=[O:12])[O:13][CH2:14][CH3:15])[cH:7][cH:8]1)[N:19]1[CH2:18][CH2:17][CH2:16][CH2:20]1. Conditions: time 3 hour. Isolated yield 54.2%. Reactants: Cl.C(C)C1OC2=C(C1(C)C)C=C(C=C2C(C)(C)C)C(O)=N (ethyl 7-tert-butyl-2,3-dihydro-3,3-dimethylbenzofuran-5-carboximidic acid hydrochloride), N1CCCC1 (pyrrolidine), CO.C(Cl)(Cl)Cl (MeOH CHCl3). Run in O1CCOCC1 (dioxane). As a reaction SMILES: Cl.C([CH:4]1[C:8]([CH3:10])([CH3:9])[C:7]2[CH:11]=[C:12]([C:19](=[NH:21])O)[CH:13]=[C:14]([C:15]([CH3:18])([CH3:17])[CH3:16])[C:6]=2[O:5]1)C.[NH:22]1[CH2:26][CH2:25][CH2:24][CH2:23]1.CO.C(Cl)(Cl)[Cl:30]>O1CCOCC1>[ClH:30].[C:15]([C:14]1[C:6]2[O:5][CH2:4][C:8]([CH3:10])([CH3:9])[C:7]=2[CH:11]=[C:12]([C:19](=[NH:21])[N:22]2[CH2:26][CH2:25][CH2:24][CH2:23]2)[CH:13]=1)([CH3:18])([CH3:16])[CH3:17] |f:0.1,3.4,6.7|. Procedure: To a solution of ethyl 7-tert-butyl-2,3-dihydro-3,3-dimethylbenzofuran-5-carboximidic acid hydrochloride (400 mg, 1.29 mmol) in dioxane (10 mL) is added excess pyrrolidine (0.6 mL). A color change from red to yellow is observed during the addition, and a precipitate forms. The reaction is also monitored by TLC (10% MeOH/CHCl3). After 3 h, the yellow precipitate is collected by filtration and purified by preparative TLC (10% MeOH/CHCl3) to give the desired product as a white powder (210 mg, 54.2%... Product: Cl.C(C)(C)(C)C1=CC(=CC=2C(COC21)(C)C)C(N2CCCC2)=N (7-tert-Butyl-2,3-dihydro-3,3-dimethyl-5-(imino-1-pyrrolidinylmethyl)-benzofuran hydrochloride). Reactants: CCCCOc1c(CNC(=O)OC(C)(C)C)n(CC(C)(C)C)c(=O)c2ccc(C=CC(N)=O)cc12, CCOC(C)=O, Cl. Product: CCCCOc1c(CN)n(CC(C)(C)C)c(=O)c2ccc(C=CC(N)=O)cc12, Cl. Reaction SMILES: [CH2:1]([CH2:2][CH2:3][CH3:4])[O:5][c:6]1[c:7]([CH2:27][NH:28][C:29]([O:30][C:31]([CH3:32])([CH3:33])[CH3:34])=[O:35])[n:8]([CH2:22][C:23]([CH3:24])([CH3:25])[CH3:26])[c:9](=[O:21])[c:10]2[cH:11][cH:12][c:13]([CH:16]=[CH:17][C:18](=[O:19])[NH2:20])[cH:14][c:15]12.[CH3:37][CH2:38][O:39][C:40](=[O:41])[CH3:42].[ClH:36]>>[CH2:1]([CH2:2][CH2:3][CH3:4])[O:5][c:6]1[c:7]([CH2:27][NH2:28])[n:8]([CH2:22][C:23]([CH3:24])([CH3:25])[CH3:26])[c:9](=[O:21])[c:10]2[cH:11][cH:12][c:13]([CH:16]=[CH:17][C:18](=[O:19])[NH2:20])[cH:14][c:15]12.[ClH:36]. Reactants: O=c1[nH]n(-c2ccccc2)cc1C12CC3CC(CC(C3)C1)C2, CI, CN(C)C=O. Product: Cn1c(=O)c(C23CC4CC(CC(C4)C2)C3)cn1-c1ccccc1. As a reaction SMILES: [C:1]12([c:11]3[c:12](=[O:22])[nH:13][n:14](-[c:16]4[cH:17][cH:18][cH:19][cH:20][cH:21]4)[cH:15]3)[CH2:2][CH:3]3[CH2:4][CH:5]([CH2:6][CH:7]([CH2:8]1)[CH2:9]3)[CH2:10]2.[I:23][CH3:24].[O:25]=[CH:26][N:27]([CH3:28])[CH3:29]>>[C:1]12([c:11]3[c:12](=[O:22])[n:13]([CH3:24])[n:14](-[c:16]4[cH:17][cH:18][cH:19][cH:20][cH:21]4)[cH:15]3)[CH2:2][CH:3]3[CH2:4][CH:5]([CH2:6][CH:7]([CH2:8]1)[CH2:9]3)[CH2:10]2.